From a dataset of the Open Reaction Database (ORD), a public repository of structured organic reaction records. describe an organic reaction: reactants, conditions, products, and yield The reactants are CCCP(=O)=O (propylphosphonic anhydride), C(C)(C)(C)OC(=O)N1[C@@H](C2C(C1)CCC2)C(=O)O ((S)-Hexahydro-cyclopenta[c]pyrrole-1,2-dicarboxylic acid 2-tert-butyl ester), C(C)(C)N(CC)C(C)C (diisopropylethylamine), CN(C)C=O (DMF). The reagents and catalysts are CN(C1=CC=NC=C1)C (4-dimethylaminopyridine). Run in C(Cl)Cl (CH2Cl2). Conditions: time 16 hour. The product is C(C)(C)(C)OC(=O)N1[C@@H](C2C(C1)CCC2)C(NCC=2C=NC=CC2)=O ((S)-1-[(Pyridin-3-ylmethyl)-carbamoyl]-hexahydro-cyclopenta[c]pyrrole-2-carboxylic acid tert-butyl ester). Reaction SMILES: [CH3:1]CCP(=O)=O.[C:7]([O:11][C:12]([N:14]1[CH2:18][CH:17]2[CH2:19][CH2:20][CH2:21][CH:16]2[C@H:15]1[C:22]([OH:24])=O)=[O:13])([CH3:10])([CH3:9])[CH3:8].C([N:28]([CH:31]([CH3:33])C)[CH2:29][CH3:30])(C)C.[CH3:34][N:35](C=O)C>CN(C)C1C=CN=CC=1.C(Cl)Cl>[C:7]([O:11][C:12]([N:14]1[CH2:18][CH:17]2[CH2:19][CH2:20][CH2:21][CH:16]2[C@H:15]1[C:22](=[O:24])[NH:35][CH2:34][C:33]1[CH:31]=[N:28][CH:29]=[CH:30][CH:1]=1)=[O:13])([CH3:8])([CH3:9])[CH3:10]. Procedure details: 50% propylphosphonic anhydride solution in 650 μl of DMF is added to a solution of 200 mg of (S)-Hexahydro-cyclopenta[c]pyrrole-1,2-dicarboxylic acid 2-tert-butyl ester, 7.42 mg of 4-dimethylaminopyridine and 650 μl of diisopropylethylamine in CH2Cl2. After stirring at rt for 16 hours, the reaction is quenched with aq. 2N NaOH solution, eluted through a Chem Elut extraction with CH2Cl2 and solvent is evaporated before purification by preparative HPLC is carried out (Waters Sun Fire C18 column, g... Starting materials: C(C)(=O)OCC=C(CCC=C(CCC=C(CCC=C(C)C)C)C(=O)OCC)C (7-carboethoxy-3,11,15-trimethyl-2,6,10,14-hexadecatetraen-1-ol acetate), [H-].[Al+3].[H-].[H-] (aluminum hydride), C(C)(=O)OCC (ethyl acetate). Solvent: CCOCC (ether). Product: OC/C(=C/CC/C(=C/CO)/C)/CC\C=C(\CCC=C(C)C)/C ((E,E,E)-7-Hydroxymethyl-3,11,15-trimethyl-2,6,10,14-hexadecatetraen-1-ol). As a reaction SMILES: C([O:4][CH2:5][CH:6]=[C:7]([CH3:28])[CH2:8][CH2:9][CH:10]=[C:11]([C:23](OCC)=[O:24])[CH2:12][CH2:13][CH:14]=[C:15]([CH3:22])[CH2:16][CH2:17][CH:18]=[C:19]([CH3:21])[CH3:20])(=O)C.[H-].[Al+3].[H-].[H-].C(OCC)(=O)C>CCOCC>[OH:24][CH2:23]/[C:11](/[CH2:12][CH2:13]/[CH:14]=[C:15](\[CH3:22])/[CH2:16][CH2:17][CH:18]=[C:19]([CH3:21])[CH3:20])=[CH:10]/[CH2:9][CH2:8]/[C:7](/[CH3:28])=[CH:6]/[CH2:5][OH:4] |f:1.2.3.4|. Procedure: The ester thus obtained was further reduced by aluminum hydride (prepared from 760 mg of lithium aluminum hydride and 880 mg of aluminum chloride) in 7 ml of ether. After completion of the reaction, ethyl acetate was added to the reaction mixture, and the precipitate was filtered off. The filtrate was evaporated to dryness, yielding 3.5 g of the desired product. The reactants are P(=O)(Cl)(Cl)Cl (Phosphoryl trichloride), BrC=1C=C(C(=O)N)C=C(C1Cl)Br (3,5-dibromo-4-chlorobenzamide). The solvent is C(C)#N (acetonitrile). Product: BrC=1C=C(C#N)C=C(C1Cl)Br (3,5-dibromo-4-chlorobenzonitrile). Yield: 98.0%. Reaction SMILES: P(Cl)(Cl)(Cl)=O.[Br:6][C:7]1[CH:8]=[C:9]([CH:13]=[C:14]([Br:17])[C:15]=1[Cl:16])[C:10]([NH2:12])=O>C(#N)C>[Br:6][C:7]1[CH:8]=[C:9]([CH:13]=[C:14]([Br:17])[C:15]=1[Cl:16])[C:10]#[N:12]. Procedure details: (328B1): Phosphoryl trichloride (90 ml, 966 mmol) was added to a suspension of 3,5-dibromo-4-chlorobenzamide (148 g, crude, ˜380 mmol) in acetonitrile (1500 ml) at reflux. The reaction mixture was heated to reflux for additional 90 minutes. The reaction mixture was evaporated to dryness, and then partitioned between EtOAc and aq. NaHCO3 solution. The organic layer was washed one more time with aq. NaHCO3 solution, once with brine, then dried over MgSO4, filtered and evaporated to dryness to give... Starting materials: CC1=CC2=C(SC3=C(C(C2)=O)C=CC=C3)C=C1 (10,11-dihydro-2-methyl-dibenzo[b,f]thiepin-10-one), [BH4-].[Na+] (sodium borohydride). Solvent: O1CCOCC1 (dioxane), O (water). Run at time 20 hour. Product: CC1=CC2=C(SC3=C(C(C2)O)C=CC=C3)C=C1 (10,11-dihydro-2-methyl-dibenzo[b,f]thiepin-10-ol). As a reaction SMILES: [CH3:1][C:2]1[CH:17]=[CH:16][C:5]2[S:6][C:7]3[CH:15]=[CH:14][CH:13]=[CH:12][C:8]=3[C:9](=[O:11])[CH2:10][C:4]=2[CH:3]=1.[BH4-].[Na+]>O1CCOCC1.O>[CH3:1][C:2]1[CH:17]=[CH:16][C:5]2[S:6][C:7]3[CH:15]=[CH:14][CH:13]=[CH:12][C:8]=3[CH:9]([OH:11])[CH2:10][C:4]=2[CH:3]=1 |f:1.2|. Reported procedure: 10 g of 10,11-dihydro-2-methyl-dibenzo[b,f]thiepin-10-one are dissolved in 100 ml of dioxane and treated with 3.2 g of sodium borohydride in 5 ml of water. The mixture is subsequently stirred for 20 hours at room temperature. Then the mixture is concentrated under reduced pressure and the residue partitioned between ether and water. The ethereal solution is washed with saturated sodium chloride solution, dried over sodium sulphate and evaporated. There is obtained 10,11-dihydro-2-methyl-dibenzo[... Starting materials: CCBr, c1ccc2c(c1)CC1CNCCCN21, CN(C)C=O, O. The product is CCN1CCCN2c3ccccc3CC2C1. Reaction SMILES: [CH2:15]([CH3:16])[Br:17].[CH2:1]1[NH:2][CH2:3][CH2:4][CH2:5][N:6]2[CH:7]1[CH2:8][c:9]1[cH:10][cH:11][cH:12][cH:13][c:14]12.[O:19]=[CH:20][N:21]([CH3:22])[CH3:23].[OH2:18]>>[CH2:1]1[N:2]([CH2:15][CH3:16])[CH2:3][CH2:4][CH2:5][N:6]2[CH:7]1[CH2:8][c:9]1[cH:10][cH:11][cH:12][cH:13][c:14]12. Reactants: C(/C)=C\1/[C@H]2[C@H]3CCCCC3=C(N2C1=O)C(=O)OCC=C (Allyl (8S,9R)-10-((E)-ethylidene)-11-oxo-1-azatricyclo-[7.2.0.03,8]undec-2-ene-2-carboxylate), C(C)C(C(=O)[O-])CCCC.[Na+] (sodium 2-ethylhexanoate), C1(=CC=CC=C1)P(C1=CC=CC=C1)C1=CC=CC=C1 (triphenylphosphine), C(C)OCC (diethyl ether). The reagents and catalysts are C=1C=CC(=CC1)[P](C=2C=CC=CC2)(C=3C=CC=CC3)[Pd]([P](C=4C=CC=CC4)(C=5C=CC=CC5)C=6C=CC=CC6)([P](C=7C=CC=CC7)(C=8C=CC=CC8)C=9C=CC=CC9)[P](C=1C=CC=CC1)(C=1C=CC=CC1)C=1C=CC=CC1 (tetrakis(triphenylphosphine)palladium(0)). Run in O1CCCC1.ClCCl (tetrahydrofuran dichloromethane), O1CCCC1.ClCCl (tetrahydrofuran dichloromethane). Run at time 30 minute. Yields the product C(/C)=C\1/[C@H]2[C@H]3CCCCC3=C(N2C1=O)C(=O)[O-].[Na+] (Sodium (8S,9R)-10-((E)-ethylidene)-11-oxo-1-azatricyclo-[7.2.0.03,8]undec-2-ene-2-carboxylate). The yield is 47.0%. Reaction SMILES: [CH:1](=[C:3]1/[C@@H:4]2[N:12]([C:13]/1=[O:14])[C:11]([C:15]([O:17]CC=C)=[O:16])=[C:10]1[C@@H:5]2[CH2:6][CH2:7][CH2:8][CH2:9]1)/[CH3:2].C1(P(C2C=CC=CC=2)C2C=CC=CC=2)C=CC=CC=1.C(C(CCCC)C([O-])=O)C.[Na+:50].C(OCC)C>O1CCCC1.ClCCl.C1C=CC([P]([Pd]([P](C2C=CC=CC=2)(C2C=CC=CC=2)C2C=CC=CC=2)([P](C2C=CC=CC=2)(C2C=CC=CC=2)C2C=CC=CC=2)[P](C2C=CC=CC=2)(C2C=CC=CC=2)C2C=CC=CC=2)(C2C=CC=CC=2)C2C=CC=CC=2)=CC=1>[CH:1](=[C:3]1/[C@@H:4]2[N:12]([C:13]/1=[O:14])[C:11]([C:15]([O-:17])=[O:16])=[C:10]1[C@@H:5]2[CH2:6][CH2:7][CH2:8][CH2:9]1)/[CH3:2].[Na+:50] |f:2.3,5.6,8.9,^1:67,69,88,107|. Procedure: Allyl (8S,9R)-10-((E)-ethylidene)-11-oxo-1-azatricyclo-[7.2.0.03,8]undec-2-ene-2-carboxylate (73 mg; 0.267 mmole) prepared according to the process disclosed in Example 11a was dissolved in a mixture (0.5 ml) of tetrahydrofuran/dichloromethane 1:1 (v/v). To the obtained mixture there were added first a solution of triphenylphosphine (24 mg; 0.08 mmole) and then a solution of sodium 2-ethylhexanoate (46.8 mg; 0.28 mmole) and tetrakis(triphenylphosphine)palladium(0) (32 mg; 0.024 mmole) (prepared ... The product is CCCCCOc1ccc(C=O)cc1OC(C)=O. As a reaction SMILES: [CH2:29]([Cl:30])[Cl:31].[CH3:25][C:26]([Cl:27])=[O:28].[CH:16]([N:17]([CH:18]([CH3:19])[CH3:20])[CH2:21][CH3:22])([CH3:23])[CH3:24].[OH:1][c:2]1[cH:3][c:4]([CH:5]=[O:6])[cH:7][cH:8][c:9]1[O:10][CH2:11][CH2:12][CH2:13][CH2:14][CH3:15]>>[O:1]([c:2]1[cH:3][c:4]([CH:5]=[O:6])[cH:7][cH:8][c:9]1[O:10][CH2:11][CH2:12][CH2:13][CH2:14][CH3:15])[C:26]([CH3:25])=[O:28]. Starting materials: ClCCl, CC(=O)Cl, CCN(C(C)C)C(C)C, CCCCCOc1ccc(C=O)cc1O. The reactants are ClCCl, O=c1cc(Cl)sn1-c1ccc(OC(F)(F)F)cc1, [Na+], O=C([O-])O, O=S(=O)(Cl)Cl. Product: O=c1c(Cl)c(Cl)sn1-c1ccc(OC(F)(F)F)cc1. Reaction SMILES: [Cl:29][CH2:30][Cl:31].[F:1][C:2]([O:3][c:4]1[cH:5][cH:6][c:7](-[n:10]2[s:11][c:12]([Cl:16])[cH:13][c:14]2=[O:15])[cH:8][cH:9]1)([F:17])[F:18].[Na+:24].[OH:25][C:26](=[O:27])[O-:28].[S:19]([Cl:20])(=[O:21])([Cl:22])=[O:23]>>[F:1][C:2]([O:3][c:4]1[cH:5][cH:6][c:7](-[n:10]2[s:11][c:12]([Cl:16])[c:13]([Cl:22])[c:14]2=[O:15])[cH:8][cH:9]1)([F:17])[F:18]. Starting materials: C(C)N(C1CCNCC1)CC=1C=C(C=CC1)C1=NC(=NC=C1)NCCC1=CC(=C(C=C1)O)F (4-[2-(4-{3-[(Ethyl-piperidin-4-yl-amino)-methyl]-phenyl}-pyrimidin-2-ylamino)-ethyl]-2-fluoro-phenol), FC=1C=C(C=CC1)CCN (2-(3-fluoro-phenyl)-ethylamine), 406. The product is FC=1C=C(C=CC1)CCNC1=NC=CC(=N1)C1=CC(=CC=C1)CCC1CCNCC1 ([2-(3-Fluoro-phenyl)-ethyl]-{4-[3-(2-piperidin-4-yl-ethyl)-phenyl]-pyrimidin-2-yl}-amine). Reaction SMILES: C(N([CH2:10][C:11]1[CH:12]=[C:13]([C:17]2[CH:22]=[CH:21][N:20]=[C:19]([NH:23][CH2:24][CH2:25][C:26]3[CH:31]=[CH:30][C:29](O)=[C:28]([F:33])[CH:27]=3)[N:18]=2)[CH:14]=[CH:15][CH:16]=1)C1CCNCC1)C.FC1[CH:36]=[C:37]([CH2:41][CH2:42][NH2:43])[CH:38]=[CH:39]C=1>>[F:33][C:28]1[CH:27]=[C:26]([CH2:25][CH2:24][NH:23][C:19]2[N:18]=[C:17]([C:13]3[CH:14]=[CH:15][CH:16]=[C:11]([CH2:10][CH2:36][CH:37]4[CH2:41][CH2:42][NH:43][CH2:39][CH2:38]4)[CH:12]=3)[CH:22]=[CH:21][N:20]=2)[CH:31]=[CH:30][CH:29]=1. Procedure: Intermediate 92 was coupled with 2-(3-fluoro-phenyl)-ethylamine following procedure F. The resulting product was deprotected following procedure G2. LC-MS showed the product had the expected M+H+ of 406. 1H NMR (Varian 300 MHz, CD3OD, shifts relative to the solvent peak at 3.3 ppm) δ 8.27 (d, 1H), 8.04 (s, 1H), 7.96 (m, 1H), 7.47 (d, 2H), 7.25 (m, 2H), 7.09 (d, 1H), 7.04 (d, 1H), 6.89 (t, 1H), 3.80 (m, 2H), 3.36 (m, 2H), 2.91 (m, 4H), 2.77 (t, 2H), 2.00 (d, 2H), 1.67 (m, 3H), 1.36 (m, 2H). Starting materials: O (water), [OH-].[K+] (potassium hydroxide), ClC1=C(CC2=C3C(C(=O)NC3=O)=CC=C2)C=CC=C1 (2-chlorobenzylphthalimide), O (water), Cl (hydrochloric acid). Conditions: temperature 126.5 celsius. Yields the product C(C=1C(C(=O)O)=CC=CC1)(=O)O (phthalic acid). Yield: 98.0%. As a reaction SMILES: [OH-:1].[K+].ClC1C=CC=CC=1C[C:7]1[CH:17]=[CH:16][CH:15]=[C:9]2[C:10](N[C:13](=[O:14])[C:8]=12)=[O:11].Cl.[OH2:23]>>[C:10]([OH:11])(=[O:23])[C:9]1[C:8](=[CH:7][CH:17]=[CH:16][CH:15]=1)[C:13]([OH:14])=[O:1] |f:0.1|. Procedure details: A 2 L, round-bottomed, 3-necked flask was charged with 830 g of 50% aqueous potassium hydroxide solution, and 333 g of 2-chlorobenzylphthalimide. The reaction mixture was then heated under reflux (pot temperature 125-128° C.) for 21 hours with stirring. It was then cooled in iced-water and allowed to settle in a separating funnel. The lower aqueous layer was drained, diluted with 2 L of water and acidified with 676 g of concentrated hydrochloric acid (with cooling). This caused the formation of ...